Dataset: the Open Reaction Database (ORD), a public repository of structured organic reaction records. Task: describe an organic reaction: reactants, conditions, products, and yield The reactants are C=CC#N, C[Si](C)(C)C#N, ClCCl, Oc1ccc(F)cc1, O=C1CCOc2ccc(F)cc21, [I-], [I-], [Zn+2]. The product is C[Si](C)(C)OC1(C#N)CCOc2ccc(F)cc21. As a reaction SMILES: [CH2:21]=[CH:22][C:23]#[N:24].[CH3:25][Si:26]([CH3:27])([CH3:28])[C:29]#[N:30].[Cl:31][CH2:32][Cl:33].[F:13][c:14]1[cH:15][cH:16][c:17]([OH:18])[cH:19][cH:20]1.[F:1][c:2]1[cH:3][cH:4][c:5]2[c:6]([cH:12]1)[C:7](=[O:11])[CH2:8][CH2:9][O:10]2.[I-:34].[I-:36].[Zn+2:35]>>[F:1][c:2]1[cH:3][cH:4][c:5]2[c:6]([cH:12]1)[C:7]([O:11][Si:26]([CH3:25])([CH3:27])[CH3:28])([C:23]#[N:24])[CH2:8][CH2:9][O:10]2. Reactants: [OH-].[K+] (potassium hydroxide), OC1=CC=C(C=C1)CC(=O)O (p-hydroxyphenylacetic acid), BrCCCCl (3-bromo-1-chloropropane). Solvent: C(C)O (ethanol). Yields the product ClCCCOC1=CC=C(C=C1)CC(=O)O ([p-(3-Chloropropoxy)phenyl]acetic acid). As a reaction SMILES: [OH-].[K+].[OH:3][C:4]1[CH:9]=[CH:8][C:7]([CH2:10][C:11]([OH:13])=[O:12])=[CH:6][CH:5]=1.Br[CH2:15][CH2:16][CH2:17][Cl:18]>C(O)C>[Cl:18][CH2:17][CH2:16][CH2:15][O:3][C:4]1[CH:5]=[CH:6][C:7]([CH2:10][C:11]([OH:13])=[O:12])=[CH:8][CH:9]=1 |f:0.1|. Procedure details: To a solution of 41 g of potassium hydroxide in 250 ml of ethanol is added 50 g of p-hydroxyphenylacetic acid. To this solution is added 32 ml of 3-bromo-1-chloropropane and the mixture is refluxed for 4 hours. The mixture is cooled in an ice bath and filtered. The filtrate is acidified to pH 2 with concentrated HCl. Filtration gives a solid which is washed with water to give 68 g of product. Recrystallization from acetic acid water gives white crystals, mp 89°-91° C. Reactants: Intermediate I, ClC=1C=C(C=CC1F)CN ((3-chloro-4-fluorophenyl)methanamine), BrC=1C=CC=2N(C1)C=C(N2)C(=O)OCC (ethyl 6-bromoimidazo[1,2-a]pyridine-2-carboxylate). The product is BrC=1C=CC=2N(C1)C=C(N2)C(=O)NCC2=CC(=C(C=C2)F)Cl (6-Bromo-N-(3-chloro-4-fluorobenzyl)imidazo[1,2-a]pyridine-2-carboxamide). RXN SMILES: [Cl:1][C:2]1[CH:3]=[C:4]([CH2:9][NH2:10])[CH:5]=[CH:6][C:7]=1[F:8].[Br:11][C:12]1[CH:13]=[CH:14][C:15]2[N:16]([CH:18]=[C:19]([C:21](OCC)=[O:22])[N:20]=2)[CH:17]=1>>[Br:11][C:12]1[CH:13]=[CH:14][C:15]2[N:16]([CH:18]=[C:19]([C:21]([NH:10][CH2:9][C:4]3[CH:5]=[CH:6][C:7]([F:8])=[C:2]([Cl:1])[CH:3]=3)=[O:22])[N:20]=2)[CH:17]=1. Reported procedure: The title compound was prepared by essentially following the same procedures described for Intermediate I, using (3-chloro-4-fluorophenyl)methanamine and ethyl 6-bromoimidazo[1,2-a]pyridine-2-carboxylate as starting materials. The solvent is C(C)O (ethanol). Yield: 42.8%. Reactants: CC(CC(C=CC1=CC(=CC=C1)[N+](=O)[O-])=O)C (5-methyl-1-(3-nitrophenyl)-1-hexen-3-one), C1(CC(CCC1)=O)=O (1,3-cyclohexanedione), C(C)(=O)[O-].[NH4+] (ammonium acetate). Procedure details: A solution of 5-methyl-1-(3-nitrophenyl)-1-hexen-3-one (2.52 g), 1,3-cyclohexanedione (1.22 g) and ammonium acetate (1.88 g) in ethanol (65 mL) was stirred at reflux for 7.5 hours. After removal of the solvent, the residue was chromatographed (ethyl acetate/hexane 2:1) to yield the title compound (1.51 g) as a yellow solid; mp 158°-160° C.; NMR: 0.81 (d,3, J=5.8, CH3), 0.86 (d,3, J=5.8, CH3), 1.77-1.97 (m,5, CH2, CH), 2.10-2.23 (m,2, CH2), 2.46 (m,2, CH2), 4.59(d,1,J=4.8, CH), 4.64 (d,1, J=5.8, ... Yields the product C(C(C)C)C=1NC=2CCCC(C2C(C1)C1=CC(=CC=C1)[N+](=O)[O-])=O (2-(Isobutyl)-4-(3-nitrophenyl)-4,6,7,8-tetrahydro-5(1H)quinolone). Reaction SMILES: [CH3:1][CH:2]([CH3:17])[CH2:3][C:4](=O)[CH:5]=[CH:6][C:7]1[CH:12]=[CH:11][CH:10]=[C:9]([N+:13]([O-:15])=[O:14])[CH:8]=1.[C:18]1(=[O:25])[CH2:23][CH2:22][CH2:21][C:20](=O)[CH2:19]1.C([O-])(=O)C.[NH4+:30]>C(O)C>[CH2:3]([C:4]1[NH:30][C:20]2[CH2:21][CH2:22][CH2:23][C:18](=[O:25])[C:19]=2[CH:6]([C:7]2[CH:12]=[CH:11][CH:10]=[C:9]([N+:13]([O-:15])=[O:14])[CH:8]=2)[CH:5]=1)[CH:2]([CH3:17])[CH3:1] |f:2.3|. Starting materials: CCO, Nc1ccccc1, O=C1C=CC(=O)c2nccnc21. The product is O=C1C=C(Nc2ccccc2)C(=O)c2nccnc21. RXN SMILES: [CH3:20][CH2:21][OH:22].[NH2:13][c:14]1[cH:15][cH:16][cH:17][cH:18][cH:19]1.[n:1]1[cH:2][cH:3][n:4][c:5]2[c:10]1[C:9](=[O:11])[CH:8]=[CH:7][C:6]2=[O:12]>>[n:1]1[cH:2][cH:3][n:4][c:5]2[c:10]1[C:9](=[O:11])[C:8]([NH:13][c:14]1[cH:15][cH:16][cH:17][cH:18][cH:19]1)=[CH:7][C:6]2=[O:12].